Dataset: the Open Reaction Database (ORD), a public repository of structured organic reaction records. Task: describe an organic reaction: reactants, conditions, products, and yield The reactants are ice, CC(=O)C1CCCCCC1 (cycloheptyl methyl ketone), BrBr (bromine). Run in CO (methyl alcohol). Conditions: time 5 minute. Product: C1(CCCCCC1)C(=O)CBr (bromomethyl cycloheptyl ketone). Reaction SMILES: [CH3:1][C:2]([CH:4]1[CH2:10][CH2:9][CH2:8][CH2:7][CH2:6][CH2:5]1)=[O:3].[Br:11]Br>CO>[CH:4]1([C:2]([CH2:1][Br:11])=[O:3])[CH2:10][CH2:9][CH2:8][CH2:7][CH2:6][CH2:5]1. Procedure details: An ice cold solution of 19.0 g of cycloheptyl methyl ketone in 100 ml of methyl alcohol was treated dropwise with 7 ml of bromine. After 5 min, the ice bath was removed and the reaction mixture was allowed to warm to room temperature. The reaction mixture was then diluted with 500 ml of water and extracted with ethyl ether (3×75 ml). The combined extracts were washed with saturated sodium bicarbonate, brine, dried (MgSO4) and condensed in vacuo to yield 29.9 g of bromomethyl cycloheptyl ketone a... Starting materials: C(=O)C1=C(OCC(=O)N)C=CC=C1 (2-(2-formylphenoxy)acetamide), CCN(C(C)C)C(C)C (DIEA), ClC1=CC=C(C(=S)NN)C=C1 (4-chloro-thiobenzoic acid hydrazide). The solvent is C(Cl)Cl (CH2Cl2). Conditions: time 10 minute. Product: ClC1=CC=C(C=C1)C1=NNC(S1)C1=C(OCC(=O)N)C=CC=C1 (2-(2-(5-(4-chlorophenyl)-2,3-dihydro-1,3,4-thiadiazol-2-yl)phenoxy)-acetamide). RXN SMILES: [Cl:1][C:2]1[CH:11]=[CH:10][C:5]([C:6]([NH:8][NH2:9])=[S:7])=[CH:4][CH:3]=1.[CH:12]([C:14]1[CH:24]=[CH:23][CH:22]=[CH:21][C:15]=1[O:16][CH2:17][C:18]([NH2:20])=[O:19])=O.CCN(C(C)C)C(C)C>C(Cl)Cl>[Cl:1][C:2]1[CH:11]=[CH:10][C:5]([C:6]2[S:7][CH:12]([C:14]3[CH:24]=[CH:23][CH:22]=[CH:21][C:15]=3[O:16][CH2:17][C:18]([NH2:20])=[O:19])[NH:9][N:8]=2)=[CH:4][CH:3]=1. Reported procedure: To a heterogeneous mixture of 4-chloro-thiobenzoic acid hydrazide (1.3 mmol) in 12 mL of CH2Cl2 is added 2-(2-formylphenoxy)acetamide (1.53 mmol) and DIEA (1.53 mmol). After 10 minutes the mixture become homogenous and the reaction is complete by TLC and LCMS to give 2-(2-(5-(4-chlorophenyl)-2,3-dihydro-1,3,4-thiadiazol-2-yl)phenoxy)-acetamide which is used as such in the next step without evaporation of the solvent. The reactants are C1(CC1)SC1=C(C=C(C=C1)[N+](=O)[O-])[C@@H]1N(CC=C1)C(=O)OC(C)(C)C ((R)-tert-Butyl 2-(2-(cyclopropylthio)-5-nitrophenyl)-2,5-dihydro-1H-pyrrole-1-carboxylate). The reagents and catalysts are [Pd] (Pd/C). The solvent is CO (MeOH). The product is NC=1C=CC(=C(C1)[C@@H]1N(CCC1)C(=O)OC(C)(C)C)SC1CC1 ((R)-tert-Butyl 2-(5-amino-2-(cyclopropylthio)phenyl)pyrrolidine-1-carboxylate). Yield: 97.8%. RXN SMILES: [CH:1]1([S:4][C:5]2[CH:10]=[CH:9][C:8]([N+:11]([O-])=O)=[CH:7][C:6]=2[C@H:14]2[CH:18]=[CH:17][CH2:16][N:15]2[C:19]([O:21][C:22]([CH3:25])([CH3:24])[CH3:23])=[O:20])[CH2:3][CH2:2]1>CO.[Pd]>[NH2:11][C:8]1[CH:9]=[CH:10][C:5]([S:4][CH:1]2[CH2:2][CH2:3]2)=[C:6]([C@H:14]2[CH2:18][CH2:17][CH2:16][N:15]2[C:19]([O:21][C:22]([CH3:25])([CH3:24])[CH3:23])=[O:20])[CH:7]=1. Reported procedure: 85F (1.52 g, 4.19 mmol) and 10% Pd/C (560 mg) in MeOH (100 mL) was hydrogenated under 45 psi for 3.5 h. TLC and LC-MS indicate a clean conversion to the product. Pd/C was removed by filtration through a pad of Celite®. The filtrate was concentrated to give 85G (1.37 g, 97% yield) as a solid. 1H NMR (400 MHz, Methanol-d4) δ ppm 0.52-0.64 (m, 2H) 0.85-0.95 (m, 2H) 1.16-1.24 (s, 7H) 1.45 (s, 2H) 1.71 (m, 1H) 1.82-1.94 (m, 2H) 2.09-2.19 (m, 1H) 2.32 (m, 1H) 3.47-3.57 (m, 1H) 3.59-3.69 (m, 1H) 5.18-5... The reactants are C1(CCCC1)C(C(=O)O)O (cyclopentyl-α-hydroxyacetic acid), solid, Cl.N[C@@H](C)C(=O)C1(C(N(C2=C(N(C1=O)C1=CC=CC=C1)C=CC=C2)C2=CC=CC=C2)=O)N (3-(L-Alaninyl)-amino-2,4-dioxo-1,5-bis-phenyl-2,3,4,5-tetrahydro-1H-1,5-benzodiazepine Hydrochloride). The product is C1(CCCC1)C(C(=O)N[C@@H](C)C(=O)C1(C(N(C2=C(N(C1=O)C1=CC=CC=C1)C=CC=C2)C2=CC=CC=C2)=O)N)O (3-[N′-(Cyclopentyl-α-hydroxyacetyl)-L-alaninyl]-amino-2,4-dioxo-1,5-bis-phenyl-2,3,4,5-tetrahydro-1H-1,5-benzodiazepine). Reaction SMILES: [CH:1]1([CH:6]([OH:10])[C:7]([OH:9])=O)[CH2:5][CH2:4][CH2:3][CH2:2]1.Cl.[NH2:12][C@H:13]([C:15]([C:17]1([NH2:42])[C:23](=[O:24])[N:22]([C:25]2[CH:30]=[CH:29][CH:28]=[CH:27][CH:26]=2)[C:21]2[CH:31]=[CH:32][CH:33]=[CH:34][C:20]=2[N:19]([C:35]2[CH:40]=[CH:39][CH:38]=[CH:37][CH:36]=2)[C:18]1=[O:41])=[O:16])[CH3:14]>>[CH:1]1([CH:6]([OH:10])[C:7]([NH:12][C@H:13]([C:15]([C:17]2([NH2:42])[C:23](=[O:24])[N:22]([C:25]3[CH:30]=[CH:29][CH:28]=[CH:27][CH:26]=3)[C:21]3[CH:31]=[CH:32][CH:33]=[CH:34][C:20]=3[N:19]([C:35]3[CH:36]=[CH:37][CH:38]=[CH:39][CH:40]=3)[C:18]2=[O:41])=[O:16])[CH3:14])=[O:9])[CH2:2][CH2:3][CH2:4][CH2:5]1 |f:1.2|. Reported procedure: Following General Procedure I above using cyclopentyl-α-hydroxyacetic acid (Example P) and 3-(L-alaninyl)-amino-2,4-dioxo-1,5-bis-phenyl-2,3,4,5-tetrahydro-1H-1,5-benzodiazepine hydrochloride (Example 8-W), the title compound was prepared as a white solid (melting point=139-149° C.). Purification was by flash chromatography eluting with CH2Cl2/EtOAc (1:2). Rf=0.50 and 0.39 (CH2Cl2/EtOAc, 1:2).